Dataset: the Open Reaction Database (ORD), a public repository of structured organic reaction records. Task: describe an organic reaction: reactants, conditions, products, and yield Starting materials: OC=1C=C(C=CC1O)C1(CC1)C(=O)O (1-(3,4-dihydroxyphenyl)cyclopropanecarboxylic acid), C(C)(C)(C)C=1NC2=CC=C(C=C2C1)[N+](=O)[O-] (2-tert-butyl-5-nitro-1H-indole). Product: C(C)(C)(C)C=1N(C2=CC=C(C=C2C1)NC(=O)C1(CC1)C1=CC(=C(C=C1)O)O)C[C@H](CO)O ((R)—N-(2-tert-butyl-1-(2,3-dihydroxypropyl)-1H-indol-5-yl)-1-(3,4-dihydroxyphenyl)cyclopropanecarboxamide). RXN SMILES: [OH:1][C:2]1[CH:3]=[C:4]([C:9]2([C:12]([OH:14])=O)[CH2:11][CH2:10]2)[CH:5]=[CH:6][C:7]=1[OH:8].[C:15]([C:19]1[NH:20][C:21]2[C:26]([CH:27]=1)=[CH:25][C:24]([N+:28]([O-])=O)=[CH:23][CH:22]=2)([CH3:18])([CH3:17])[CH3:16]>>[C:15]([C:19]1[N:20]([CH2:3][C@@H:2]([OH:1])[CH2:7][OH:8])[C:21]2[C:26]([CH:27]=1)=[CH:25][C:24]([NH:28][C:12]([C:9]1([C:4]3[CH:5]=[CH:6][C:7]([OH:8])=[C:2]([OH:1])[CH:3]=3)[CH2:10][CH2:11]1)=[O:14])=[CH:23][CH:22]=2)([CH3:18])([CH3:17])[CH3:16]. Reported procedure: (R)—N-(2-tert-butyl-1-(2,3-dihydroxypropyl)-1H-indol-5-yl)-1-(3,4-dihydroxyphenyl)cyclopropanecarboxamide was prepared using an experimental procedure similar to Example 72 from 1-(3,4-dihydroxyphenyl)cyclopropanecarboxylic acid and 2-tert-butyl-5-nitro-1H-indole. Reactants: C(C)(=O)OCC (ethyl acetate), N1(N=CC=C1)C=1C=NC=CC1 (3-Pyrazol-1-ylpyridine), BrN1C(CCC1=O)=O (N-Bromosuccinimide), [N+](=O)([O-])[O-].[Ce+4].[NH4+].[N+](=O)([O-])[O-].[N+](=O)([O-])[O-].[N+](=O)([O-])[O-].[N+](=O)([O-])[O-] (ammonium cerium(IV) nitrate). Solvent: C(C)#N (acetonitrile). Conditions: time 30 minute. The product is BrC=1C=NN(C1)C=1C=NC=CC1 (3-(4-Bromopyrazol-1-yl)pyridine). Reaction SMILES: [N:1]1([C:6]2[CH:7]=[N:8][CH:9]=[CH:10][CH:11]=2)[CH:5]=[CH:4][CH:3]=[N:2]1.[N+]([O-])([O-])=O.[Ce+4].[NH4+].[N+]([O-])([O-])=O.[N+]([O-])([O-])=O.[N+]([O-])([O-])=O.[N+]([O-])([O-])=O.[Br:34]N1C(=O)CCC1=O.C(OCC)(=O)C>C(#N)C>[Br:34][C:4]1[CH:3]=[N:2][N:1]([C:6]2[CH:7]=[N:8][CH:9]=[CH:10][CH:11]=2)[CH:5]=1 |f:1.2.3.4.5.6.7|. Procedure: 3-Pyrazol-1-ylpyridine (500 mg, 3.44 mmol) was dissolved in acetonitrile (15 ml), and ammonium cerium(IV) nitrate (944 mg, 1.72 mmol) was added (slightly exothermic). N-Bromosuccinimide (736 mg, 4.13 mmol) was added in portions (slightly exothermic) and the mixture was stirred at room temperature for 30 minutes (min) and then heated under reflux for 3 hours (h). After the mixture had cooled, ethyl acetate was added. The organic phase was washed with water, washed with a sodium sulphate solution ...